The task is: describe an organic reaction: reactants, conditions, products, and yield. This data is from the Open Reaction Database (ORD), a public repository of structured organic reaction records. The reactants are FC1=CC=C2C=CC=C(C2=C1)C (7-fluoro-1-methyl-naphthalene), BrN1C(CCC1=O)=O (N-bromosuccinimide). The product is BrCC1=CC=CC2=CC=C(C=C12)F (1-bromomethyl-7-fluoro-naphthalene). Reaction SMILES: [F:1][C:2]1[CH:11]=[C:10]2[C:5]([CH:6]=[CH:7][CH:8]=[C:9]2[CH3:12])=[CH:4][CH:3]=1.[Br:13]N1C(=O)CCC1=O>>[Br:13][CH2:12][C:9]1[C:10]2[C:5](=[CH:4][CH:3]=[C:2]([F:1])[CH:11]=2)[CH:6]=[CH:7][CH:8]=1. Reported procedure: Using general procedure A (Exp. 1.3.), 7-fluoro-1-methyl-naphthalene was reacted with N-bromosuccinimide to give 1-bromomethyl-7-fluoro-naphthalene as white solid. MS: 238.1 ([M]+). Starting materials: CCO, Cl, CCOC(=O)c1ccc(C(=O)OCC)c([N+](=O)[O-])c1, [Na+], [OH-]. Product: CCOC(=O)c1ccc(C(=O)O)c([N+](=O)[O-])c1. RXN SMILES: [CH3:23][CH2:24][OH:25].[ClH:22].[N+:1](=[O:2])([O-:3])[c:4]1[c:5]([C:6](=[O:7])[O:8][CH2:9][CH3:10])[cH:11][cH:12][c:13]([C:15](=[O:16])[O:17][CH2:18][CH3:19])[cH:14]1.[Na+:21].[OH-:20]>>[N+:1](=[O:2])([O-:3])[c:4]1[c:5]([C:6](=[O:7])[OH:8])[cH:11][cH:12][c:13]([C:15](=[O:16])[O:17][CH2:18][CH3:19])[cH:14]1. Reactants: Cc1cc2c(c3ccc(=O)[nH]c13)CC(CBr)O2, CN(C)C=O, ClC(Cl)Cl, [N-]=[N+]=[N-], [Na+]. Yields the product Cc1cc2c(c3ccc(=O)[nH]c13)CC(CN=[N+]=[N-])O2. As a reaction SMILES: [Br:1][CH2:2][CH:3]1[CH2:4][c:5]2[c:6]3[cH:7][cH:8][c:9](=[O:17])[nH:10][c:11]3[c:12]([CH3:16])[cH:13][c:14]2[O:15]1.[CH3:22][N:23]([CH3:24])[CH:25]=[O:26].[CH:27]([Cl:28])([Cl:29])[Cl:30].[N-:19]=[N+:20]=[N-:21].[Na+:18]>>[CH2:2]([CH:3]1[CH2:4][c:5]2[c:6]3[cH:7][cH:8][c:9](=[O:17])[nH:10][c:11]3[c:12]([CH3:16])[cH:13][c:14]2[O:15]1)[N:19]=[N+:20]=[N-:21].